From a dataset of the Open Reaction Database (ORD), a public repository of structured organic reaction records. describe an organic reaction: reactants, conditions, products, and yield Reactants: C1CCC2NS(C3=C(N21)C=CC(=C3)O)(=O)=O (2,3,3a,4-tetrahydro-1H-pyrrolo[2,1-c]-[1,2,4]benzothiadiazin-7-ol 5,5-dioxide), C(C)(=O)C1=CC=C(C=C1)B(O)O ((4-acetylphenyl)boronic acid), N1=CC=CC=C1 (pyridine). Run in C(Cl)Cl (methylene chloride), C(Cl)Cl (methylene chloride). Yields the product O=S1(NC2N(C3=C1C=C(C=C3)OC3=CC=C(C=C3)C(C)=O)CCC2)=O (1-{4-[(5,5-Dioxido-2,3,3a,4-tetrahydro-1H-pyrrolo[2,1-c][1,2,4]benzothiadiazin-7-yl)oxy]phenyl}ethanone). Conditions: time 8 hour. Reaction SMILES: [CH2:1]1[N:9]2[CH:4]([NH:5][S:6](=[O:16])(=[O:15])[C:7]3[CH:13]=[C:12]([OH:14])[CH:11]=[CH:10][C:8]=32)[CH2:3][CH2:2]1.[C:17]([C:20]1[CH:25]=[CH:24][C:23](B(O)O)=[CH:22][CH:21]=1)(=[O:19])[CH3:18].N1C=CC=CC=1>C(Cl)Cl.C([O-])(=O)C.[Cu+2].C([O-])(=O)C>[O:16]=[S:6]1(=[O:15])[C:7]2[CH:13]=[C:12]([O:14][C:23]3[CH:24]=[CH:25][C:20]([C:17](=[O:19])[CH3:18])=[CH:21][CH:22]=3)[CH:11]=[CH:10][C:8]=2[N:9]2[CH2:1][CH2:2][CH2:3][CH:4]2[NH:5]1 |f:4.5.6|. Reagents/catalysts: C(C)(=O)[O-].[Cu+2].C(C)(=O)[O-] (copper(II) acetate). Procedure: A suspension composed of 3.0 g (12.48 mmol) of 2,3,3a,4-tetrahydro-1H-pyrrolo[2,1-c]-[1,2,4]benzothiadiazin-7-ol 5,5-dioxide, 3.18 g (18.73 mmol) of (4-acetylphenyl)boronic acid, 3.42 g (18.82 mmol) of copper(II) acetate, 3.03 ml (37.15 mmol) of pyridine and about 500 mg of 4 Å molecular sieve in 150 ml of methylene chloride is stirred overnight. The reaction mixture is diluted by adding a further 100 ml of methylene chloride and the suspension is filtered. The filtrate is concentrated and then ... Reactants: [BH4-], CCO, O=C(c1ccc(C(F)(F)F)cc1[N+](=O)[O-])c1cnoc1C1CC1, [Na+]. The product is O=[N+]([O-])c1cc(C(F)(F)F)ccc1C(O)c1cnoc1C1CC1. As a reaction SMILES: [BH4-:24].[CH3:26][CH2:27][OH:28].[N+:1](=[O:2])([O-:3])[c:4]1[c:5]([C:6](=[O:7])[c:8]2[cH:9][n:10][o:11][c:12]2[CH:13]2[CH2:14][CH2:15]2)[cH:16][cH:17][c:18]([C:20]([F:21])([F:22])[F:23])[cH:19]1.[Na+:25]>>[N+:1](=[O:2])([O-:3])[c:4]1[c:5]([CH:6]([OH:7])[c:8]2[cH:9][n:10][o:11][c:12]2[CH:13]2[CH2:14][CH2:15]2)[cH:16][cH:17][c:18]([C:20]([F:21])([F:22])[F:23])[cH:19]1. The yield is 6.2%. Starting materials: CN(CCCOC1=C(C=C2C(=CC=NC2=C1)SC1=CC=C(S1)N)OC)C (5-({7-[3-(Dimethylamino)propoxy]-6-methoxy-4-quinolyl}sulfanyl)-2-thiophenylamine), FC1=CC=C(C=C1)N=C=O (para-fluorophenyl isocyanate). Reported procedure: 5-({7-[3-(Dimethylamino)propoxy]-6-methoxy-4-quinolyl}sulfanyl)-2-thiophenylamine (190 mg), para-fluorophenyl isocyanate (69 mg) and tetrahydrofuran (30 ml) were stirred together at room temperature for 30 minutes. The organic solvent was distilled off under reduced pressure, and the residue was purified by column chromatography (ethyl acetate, followed by ethyl acetate:methanol=10:1) using NH type silica gel. The solvent was distilled off under reduced pressure, and ethyl acetate was added to t... Yields the product CN(CCCOC1=C(C=C2C(=CC=NC2=C1)SC1=CC=C(S1)NC(=O)NC1=CC=C(C=C1)F)OC)C (N1-[5-({7-[3-(Dimethylamino)propoxy]-6-methoxy-4-quinolyl}sulfanyl)-2-thienyl]-N′-(4-fluorophenyl)urea). The solvent is O1CCCC1 (tetrahydrofuran). RXN SMILES: [CH3:1][N:2]([CH3:26])[CH2:3][CH2:4][CH2:5][O:6][C:7]1[CH:16]=[C:15]2[C:10]([C:11]([S:17][C:18]3[S:22][C:21]([NH2:23])=[CH:20][CH:19]=3)=[CH:12][CH:13]=[N:14]2)=[CH:9][C:8]=1[O:24][CH3:25].[F:27][C:28]1[CH:33]=[CH:32][C:31]([N:34]=[C:35]=[O:36])=[CH:30][CH:29]=1>O1CCCC1>[CH3:26][N:2]([CH3:1])[CH2:3][CH2:4][CH2:5][O:6][C:7]1[CH:16]=[C:15]2[C:10]([C:11]([S:17][C:18]3[S:22][C:21]([NH:23][C:35]([NH:34][C:31]4[CH:32]=[CH:33][C:28]([F:27])=[CH:29][CH:30]=4)=[O:36])=[CH:20][CH:19]=3)=[CH:12][CH:13]=[N:14]2)=[CH:9][C:8]=1[O:24][CH3:25]. The reactants are CCN=C=NCCCN(C)C.Cl (WSC.HCl), C([O-])(O)=O.[Na+] (sodium bicarbonate), C1(CC1)C=1C(=NOC1C1CC(C1)CC(C)(C)C)C(CC(=O)[O-])CCC(=O)OC (6-Methyl 3-[4-Cyclopropyl-5-[3-(2,2-dimethylpropyl)cyclobutyl]isoxazol-3-yl]adipate), ClC1=C(C=CC(=C1)C)N (2-chloro-4-methylphenylamine), C=1C=CC2=C(C1)N=NN2O (HOBt). The solvent is CN(C)C=O (DMF), C(C)N(CC)CC (triethylamine), O (H2O). Reaction conditions: time 8 hour. The product is ClC1=C(C=CC(=C1)C)NC(=O)CC(CCC(=O)OC)C1=NOC(=C1C1CC1)C1CC(C1)CC(C)(C)C (Methyl 5-(2-chloro-4-methylphenylcarbamoyl)-4-{4-cyclopropyl-5-[3-(2,2-dimethylpropyl)cyclobutyl]isoxazol-3-yl}valerate). As a reaction SMILES: [CH:1]1([C:4]2[C:5]([CH:18]([CH2:23][CH2:24][C:25]([O:27][CH3:28])=[O:26])[CH2:19][C:20]([O-])=[O:21])=[N:6][O:7][C:8]=2[CH:9]2[CH2:12][CH:11]([CH2:13][C:14]([CH3:17])([CH3:16])[CH3:15])[CH2:10]2)[CH2:3][CH2:2]1.[Cl:29][C:30]1[CH:35]=[C:34]([CH3:36])[CH:33]=[CH:32][C:31]=1[NH2:37].C1C=CC2N(O)N=NC=2C=1.CCN=C=NCCCN(C)C.Cl.C(=O)(O)[O-].[Na+]>O.C(N(CC)CC)C.CN(C=O)C>[Cl:29][C:30]1[CH:35]=[C:34]([CH3:36])[CH:33]=[CH:32][C:31]=1[NH:37][C:20]([CH2:19][CH:18]([C:5]1[C:4]([CH:1]2[CH2:2][CH2:3]2)=[C:8]([CH:9]2[CH2:10][CH:11]([CH2:13][C:14]([CH3:15])([CH3:17])[CH3:16])[CH2:12]2)[O:7][N:6]=1)[CH2:23][CH2:24][C:25]([O:27][CH3:28])=[O:26])=[O:21] |f:3.4,5.6|. Procedure details: 6-Methyl 3-[4-Cyclopropyl-5-[3-(2,2-dimethylpropyl)cyclobutyl]isoxazol-3-yl]adipate (100 mg), 2-chloro-4-methylphenylamine (0.0377 mL) and DMF (1 mL) were mixed. To the mixture were added triethylamine (0.0354 mL), HOBt.H2O (47 mg) and WSC.HCl (58.8 mg) at ice temperature. The mixture was stirred at RT overnight. To the reaction mixture was added saturated aqueous sodium bicarbonate at ice temperature. The mixture was extracted with ethyl acetate. The organic layer was washed with water, 1 N hyd... The reactants are 58, C(#N)C(C(=O)OCC)C1CCN(CC1)CC1=CC=CC=C1 (ethyl α-cyano-1-(phenylmethyl)-4-piperidineacetate), [OH-].[Na+] (sodium hydroxide), Cl (hydrochloric acid). Reaction conditions: time 3 hour. The product is 35, C1(=CC=CC=C1)CN1CCC(CC1)CC#N (1-(phenylmethyl)-4-piperidineacetonitrile). The yield is 82.0%. As a reaction SMILES: [C:1]([CH:3]([CH:9]1[CH2:14][CH2:13][N:12]([CH2:15][C:16]2[CH:21]=[CH:20][CH:19]=[CH:18][CH:17]=2)[CH2:11][CH2:10]1)C(OCC)=O)#[N:2].[OH-].[Na+].Cl>>[C:16]1([CH2:15][N:12]2[CH2:13][CH2:14][CH:9]([CH2:3][C:1]#[N:2])[CH2:10][CH2:11]2)[CH:17]=[CH:18][CH:19]=[CH:20][CH:21]=1 |f:1.2|. Reported procedure: A mixture of 58 parts of ethyl α-cyano-1-(phenylmethyl)-4-piperidineacetate and 125 parts of sodium hydroxide solution 2 N is stirred for 3 hours at room temperature. The mixture is neutralized with concentrated hydrochloric acid while cooling and the solvent is evaporated. The residue is stirred for 4 hours at 150° C. in 180 parts of N,N-dimethylacetamide. The reaction mixture is cooled, filtered and the filtrate is evaporated. The residue is taken up in water and extracted with methylbenzene. ... Starting materials: CCc1cc(-c2ccc(S(=O)(=O)Cl)s2)c(C)[nH]c1=O, NCCN1CCC(F)(F)C1. The product is CCc1cc(-c2ccc(S(=O)(=O)NCCN3CCC(F)(F)C3)s2)c(C)[nH]c1=O. Reaction SMILES: [CH2:1]([CH3:2])[c:3]1[cH:4][c:5](-[c:11]2[cH:12][cH:13][c:14]([S:16](=[O:17])(=[O:18])[Cl:19])[s:15]2)[c:6]([CH3:10])[nH:7][c:8]1=[O:9].[F:20][C:21]1([F:29])[CH2:22][N:23]([CH2:26][CH2:27][NH2:28])[CH2:24][CH2:25]1>>[CH2:1]([CH3:2])[c:3]1[cH:4][c:5](-[c:11]2[cH:12][cH:13][c:14]([S:16](=[O:17])(=[O:18])[NH:28][CH2:27][CH2:26][N:23]3[CH2:22][C:21]([F:20])([F:29])[CH2:25][CH2:24]3)[s:15]2)[c:6]([CH3:10])[nH:7][c:8]1=[O:9]. Reactants: ClCCBr, ClCCl, CC1(C)Cc2cccc(O)c2O1, [Na+], [OH-]. Product: CC1(C)Cc2cccc(OCCCl)c2O1. RXN SMILES: [Br:13][CH2:14][CH2:15][Cl:16].[CH2:19]([Cl:20])[Cl:21].[CH3:1][C:2]1([CH3:12])[O:3][c:4]2[c:5]([cH:7][cH:8][cH:9][c:10]2[OH:11])[CH2:6]1.[Na+:18].[OH-:17]>>[CH3:1][C:2]1([CH3:12])[O:3][c:4]2[c:5]([cH:7][cH:8][cH:9][c:10]2[O:11][CH2:14][CH2:15][Cl:16])[CH2:6]1. Reactants: O=c1ccn(C(c2ccccc2)(c2ccccc2)c2ccccc2)c(=O)[nH]1, C1CCOC1, CCOC(C)=O, CC(C)c1cc(C(C)C)c(S(=O)(=O)Cl)c(C(C)C)c1, [Cl-], [H-], [NH4+], [Na+]. The product is CC(C)c1cc(C(C)C)c(S(=O)(=O)Oc2ccn(C(c3ccccc3)(c3ccccc3)c3ccccc3)c(=O)n2)c(C(C)C)c1. Reaction SMILES: [C:3]([c:4]1[cH:5][cH:6][cH:7][cH:8][cH:9]1)([c:10]1[cH:11][cH:12][cH:13][cH:14][cH:15]1)([c:16]1[cH:17][cH:18][cH:19][cH:20][cH:21]1)[n:22]1[c:23](=[O:29])[nH:24][c:25](=[O:28])[cH:26][cH:27]1.[CH2:51]1[O:52][CH2:53][CH2:54][CH2:55]1.[CH3:56][CH2:57][O:58][C:59]([CH3:60])=[O:61].[CH:30]([CH3:31])([CH3:32])[c:33]1[c:34]([S:45](=[O:46])(=[O:47])[Cl:48])[c:35]([CH:42]([CH3:43])[CH3:44])[cH:36][c:37]([CH:39]([CH3:40])[CH3:41])[cH:38]1.[Cl-:49].[H-:1].[NH4+:50].[Na+:2]>>[C:3]([c:4]1[cH:5][cH:6][cH:7][cH:8][cH:9]1)([c:10]1[cH:11][cH:12][cH:13][cH:14][cH:15]1)([c:16]1[cH:17][cH:18][cH:19][cH:20][cH:21]1)[n:22]1[c:23](=[O:29])[n:24][c:25]([O:28][S:45]([c:34]2[c:33]([CH:30]([CH3:31])[CH3:32])[cH:38][c:37]([CH:39]([CH3:40])[CH3:41])[cH:36][c:35]2[CH:42]([CH3:43])[CH3:44])(=[O:46])=[O:47])[cH:26][cH:27]1. Reactants: OC[C@@H]1CN(C[C@@H]1C1=CC=CC=C1)[C@](C(=O)OCC1=CC=CC=C1)(C)C1=CC=CC=C1 (2-(R)-(3-(S)-hydroxymethyl-4-(S)-phenylpyrrolidin-1-yl)-2-(phenyl)propionic acid, benzyl ester), [Si](C)(C)(C(C)(C)C)OC[C@H]1CNC[C@@H]1C1=CC=CC=C1 (3-(R)-(t-butyldimethylsilyloxymethyl)-4-(S)-phenylpyrrolidine). The solvent is CCCCCC.CCOC(=O)C (hexane EtOAc). Product: C(=O)[C@@H]1CN(C[C@@H]1C1=CC=CC=C1)[C@](C(=O)OCC1=CC=CC=C1)(C)C1=CC=CC=C1 (2-(R)-(3-(S)-Formyl-4-(S)-phenylpyrrolidin-1-yl)-2-(phenyl) propionic acid, benzyl ester). As a reaction SMILES: [OH:1][CH2:2][C@H:3]1[C@@H:7]([C:8]2[CH:13]=[CH:12][CH:11]=[CH:10][CH:9]=2)[CH2:6][N:5]([C@@:14]([C:26]2[CH:31]=[CH:30][CH:29]=[CH:28][CH:27]=2)([CH3:25])[C:15]([O:17][CH2:18][C:19]2[CH:24]=[CH:23][CH:22]=[CH:21][CH:20]=2)=[O:16])[CH2:4]1.[Si](OC[C@@H]1[C@@H](C2C=CC=CC=2)CNC1)(C(C)(C)C)(C)C>CCCCCC.CCOC(C)=O>[CH:2]([C@H:3]1[C@@H:7]([C:8]2[CH:9]=[CH:10][CH:11]=[CH:12][CH:13]=2)[CH2:6][N:5]([C@@:14]([C:26]2[CH:31]=[CH:30][CH:29]=[CH:28][CH:27]=2)([CH3:25])[C:15]([O:17][CH2:18][C:19]2[CH:20]=[CH:21][CH:22]=[CH:23][CH:24]=2)=[O:16])[CH2:4]1)=[O:1] |f:2.3|. Procedure: The title compound was prepared from 2-(R)-(3-(S)-hydroxymethyl-4-(S)-phenylpyrrolidin-1-yl)-2-(phenyl)propionic acid, benzyl ester (from Step B) using a procedure analogous to that described in preparation of Aldehyde 1. For the title compound: RF: 0.46 (4:1 v/v hexane/EtOAc); 1H NMR (300 MHz, CDCl3) δ1.73 (s, 3H), 2.95-3.10 (m, 3H), 3.33 (m, 1H), 3.50-3.63 (m, 2H), 5.25 (s, 2H), 7.12-7.38 (m, 15H), 9.62 (d, J=1.6 Hz). Reactants: N1C(=CC2=CC=CC=C12)C(=O)OCC1=CC=CC=C1 (benzyl 2-indolecarboxylate), ice, C(C=C)#N (acrylonitrile). The solvent is O (water), O1CCOCC1 (dioxane). Conditions: temperature 80 celsius. Yields the product C(#N)CCN1C(=CC2=CC=CC=C12)C(=O)OCC1=CC=CC=C1 (Benzyl 1-(2-cyanoethyl)-2-indolecarboxylate). Reaction SMILES: [C:1](#[N:4])[CH:2]=[CH2:3].[NH:5]1[C:13]2[C:8](=[CH:9][CH:10]=[CH:11][CH:12]=2)[CH:7]=[C:6]1[C:14]([O:16][CH2:17][C:18]1[CH:23]=[CH:22][CH:21]=[CH:20][CH:19]=1)=[O:15]>O.O1CCOCC1>[C:1]([CH2:2][CH2:3][N:5]1[C:13]2[C:8](=[CH:9][CH:10]=[CH:11][CH:12]=2)[CH:7]=[C:6]1[C:14]([O:16][CH2:17][C:18]1[CH:23]=[CH:22][CH:21]=[CH:20][CH:19]=1)=[O:15])#[N:4]. Reported procedure: 1.6 ml of Triton B at 40% in water and 4 ml of acrylonitrile are mixed in 40 ml of dioxane, and 9.44 g of benzyl 2-indolecarboxylate are then added with stirring. The mixture is heated at 80° C. for 24 hours and is then poured into 500 ml of ice-cold water. The precipitate formed is filtered off, taken up in EtOAc and this solution is then dried over Na2SO4 and concentrated to give 10.1 g of the expected compound, which crystallizes: m.p.=98-100° C.